Dataset: the Open Reaction Database (ORD), a public repository of structured organic reaction records. Task: describe an organic reaction: reactants, conditions, products, and yield The reactants are N1C=CC2=CC=CC(=C12)C=O (7-indolcarboxaldehyde), C[N+](=C)C.[I-] (Eschenmoser's salt). Run in C(C)#N (acetonitrile). Product: CN(C)CC1=CNC2=C(C=CC=C12)C=O (3-dimethylaminomethyl-7-indolcarboxaldehyde). Yield: 72.7%. RXN SMILES: [NH:1]1[C:9]2[C:4](=[CH:5][CH:6]=[CH:7][C:8]=2[CH:10]=[O:11])[CH:3]=[CH:2]1.[CH3:12][N+:13]([CH3:15])=[CH2:14].[I-]>C(#N)C>[CH3:12][N:13]([CH2:15][C:3]1[C:4]2[C:9](=[C:8]([CH:10]=[O:11])[CH:7]=[CH:6][CH:5]=2)[NH:1][CH:2]=1)[CH3:14] |f:1.2|. Procedure: A mixture of 7-indolcarboxaldehyde (0.25 g, 1.7 mmol) and Eschenmoser's salt (0.35 g, 1.9 mmol) in dry acetonitrile (10 ml) was heated under reflux for 2½h. After cooling, solvent was removed under reduced pressure and water was added to the residue. The cooled mixture (ice bath) was made alkaline with 10% sodium hydroxide and then extracted with dichloromethane. The combined organic extracts were washed with brine, dried over anhydrous magnesium sulfate and evaporated to afford 0.25 g (74%) of ... The reactants are [Br-], N#Cc1c2ccccc2nc2cc3ccccc3cc12, CCCC[N+](CCCC)(CCCC)CCCC, Cl, [Na+], [OH-], O=S(=O)(O)O. Product: O=C(O)c1c2ccccc2nc2cc3ccccc3cc12, Cl. Reaction SMILES: [Br-:29].[C:1](#[N:2])[c:3]1[c:4]2[cH:5][cH:6][cH:7][cH:8][c:9]2[n:10][c:11]2[cH:12][c:13]3[c:14]([cH:15][c:16]12)[cH:17][cH:18][cH:19][cH:20]3.[CH3:30][CH2:31][CH2:32][CH2:33][N+:34]([CH2:35][CH2:36][CH2:37][CH3:38])([CH2:39][CH2:40][CH2:41][CH3:42])[CH2:43][CH2:44][CH2:45][CH3:46].[ClH:28].[Na+:27].[OH-:26].[S:21]([OH:22])(=[O:23])(=[O:24])[OH:25]>>[C:1]([c:3]1[c:4]2[cH:5][cH:6][cH:7][cH:8][c:9]2[n:10][c:11]2[cH:12][c:13]3[c:14]([cH:15][c:16]12)[cH:17][cH:18][cH:19][cH:20]3)([OH:22])=[O:26].[ClH:28].